This data is from the Open Reaction Database (ORD), a public repository of structured organic reaction records. The task is: describe an organic reaction: reactants, conditions, products, and yield RXN SMILES: N(C(OC(C)C)=O)=NC(OC(C)C)=O.C1(P(C2C=CC=CC=2)C2C=CC=CC=2)C=CC=CC=1.[Cl:34][C:35]1[CH:40]=[CH:39][C:38]([C:41]([CH3:51])(O)[CH2:42][CH2:43][N:44]2[CH2:49][CH2:48][CH2:47][CH2:46][CH2:45]2)=[CH:37][CH:36]=1.[S:52]1C=CC=C1CC(O)=O.[H-].[H-].[H-].[H-].[Li+].[Al+3].[C@H](O)(C([O-])=O)[C@@H](O)C([O-])=O.[Na+].[K+]>C1COCC1>[Cl:34][C:35]1[CH:40]=[CH:39][C:38]([C:41]([CH3:51])([SH:52])[CH2:42][CH2:43][N:44]2[CH2:49][CH2:48][CH2:47][CH2:46][CH2:45]2)=[CH:37][CH:36]=1 |f:4.5.6.7.8.9,10.11.12|. Solvent: C1CCOC1 (THF), C1CCOC1 (THF), C1CCOC1 (THF). Reported procedure: Diisopropyl azodicarboxylate (80 mL, 0.40 mmol) was added to an efficiently stirred solution of triphenylphosphine (105 mg, 0.40 mmol) in 1 mL of THF at 0° C. The mixture was stirred at 0° C. for 30 min during which time a white precipitate formed. A mixture of compound 54 (0.20 mmol, 59 mg) and 28.2 μL(0.4 mmol) of thiolacetic acid in 0.5 mL of THF was added dropwise, and the mixture was stirred at 0° C. for 1 h and then at 25° C. for 2 h. The solution was concentrated. Ether (5 mL) was added, ... The product is ClC1=CC=C(C=C1)C(CCN1CCCCC1)(S)C ((4-Chlorophenyl)-1-methyl-3(-piperidyl]propane-1-thiol). The reactants are ClC1=CC=C(C=C1)C(CCN1CCCCC1)(O)C ((4-Chlorophenyl)-1-methyl-3(-piperidyl]propan-1-ol), S1C(=CC=C1)CC(=O)O (thiolacetic acid), [C@@H]([C@H](C(=O)[O-])O)(C(=O)[O-])O.[Na+].[K+] (Rochelle salt), N(=NC(=O)OC(C)C)C(=O)OC(C)C (Diisopropyl azodicarboxylate), C1(=CC=CC=C1)P(C1=CC=CC=C1)C1=CC=CC=C1 (triphenylphosphine), thioester, [H-].[H-].[H-].[H-].[Li+].[Al+3] (LiAlH4). Conditions: temperature 0 celsius, time 30 minute.